Dataset: the Open Reaction Database (ORD), a public repository of structured organic reaction records. Task: describe an organic reaction: reactants, conditions, products, and yield The reactants are C1(CC1)CC(=O)O (cyclopropylacetic acid), Cl.COC([C@@H](N)CC1=CC=CC=C1)=O (L-phenylalanine methyl ester hydrochloride), EtOAc hexanes, COC([C@@H](NC([C@@H](N)C)=O)CC1=CC=CC=C1)=O (N-(L-alaninyl)-L-phenylalanine methyl ester), C(=O)(OC(C)(C)C)N[C@@H](C)C(=O)O (N-BOC-L-alanine). Yields the product COC([C@@H](NC([C@@H](NC(CC1CC1)=O)C)=O)CC1=CC=CC=C1)=O (N-[N-(Cyclopropylacetyl)-L-alaninyl]-L-phenylalanine Methyl Ester). As a reaction SMILES: [CH:1]1([CH2:4][C:5]([OH:7])=O)[CH2:3][CH2:2]1.[CH3:8][O:9][C:10](=[O:25])[C@H:11]([CH2:18][C:19]1[CH:24]=[CH:23][CH:22]=[CH:21][CH:20]=1)[NH:12][C:13](=[O:17])[C@H:14]([CH3:16])[NH2:15].C(N[C@H](C(O)=O)C)(OC(C)(C)C)=O.Cl.COC(=O)[C@H](CC1C=CC=CC=1)N>>[CH3:8][O:9][C:10](=[O:25])[C@H:11]([CH2:18][C:19]1[CH:24]=[CH:23][CH:22]=[CH:21][CH:20]=1)[NH:12][C:13](=[O:17])[C@H:14]([CH3:16])[NH:15][C:5](=[O:7])[CH2:4][CH:1]1[CH2:2][CH2:3]1 |f:3.4|. Procedure: Following General Procedure U and using cyclopropylacetic acid (Lancaster) and N-(L-alaninyl)-L-phenylalanine methyl ester (prepared by coupling N-BOC-L-alanine (Bachem) with L-phenylalanine methyl ester hydrochloride (Bachem) using General Procedure U, followed by removal of the BOC-group using General Procedure Y), the title compound was prepared as a solid (mp=128-131° C.). The reaction was monitored by tlc (Rf=0.14 in 1:1 EtOAc/hexanes). The reactants are COC([C@H](CC1=C(C=C(C=C1)OCC1=CC=CC=C1)F)OCC)=O ((2S)-3-(4-benzyloxy-2-fluoro-phenyl)-2-ethoxy-propionic acid methyl ester). Reagents/catalysts: [Pd] (palladium on charcoal). The product is COC([C@H](CC1=C(C=C(C=C1)O)F)OCC)=O ((2S)-2-ethoxy-3-(2-fluoro-4-hydroxy-phenyl)-propionic acid methyl ester). RXN SMILES: [CH3:1][O:2][C:3](=[O:24])[C@@H:4]([O:21][CH2:22][CH3:23])[CH2:5][C:6]1[CH:11]=[CH:10][C:9]([O:12]CC2C=CC=CC=2)=[CH:8][C:7]=1[F:20]>[Pd]>[CH3:1][O:2][C:3](=[O:24])[C@@H:4]([O:21][CH2:22][CH3:23])[CH2:5][C:6]1[CH:11]=[CH:10][C:9]([OH:12])=[CH:8][C:7]=1[F:20]. Procedure: In analogy to the procedure described in example 17 d], (2S)-3-(4-benzyloxy-2-fluoro-phenyl)-2-ethoxy-propionic acid methyl ester was hydrogenated over 10% palladium on charcoal to give (2S)-2-ethoxy-3-(2-fluoro-4-hydroxy-phenyl)-propionic acid methyl ester as colorless liquid.